From a dataset of the Open Reaction Database (ORD), a public repository of structured organic reaction records. describe an organic reaction: reactants, conditions, products, and yield Starting materials: ClC=1C=C(C(=NC1)N)N (5-chloropyridine-2,3-diamine), C1(=CC=C(C=C1)C(C(=O)C1=CC=C(C=C1)C)=O)C (1,2-di-p-tolylethane-1,2-dione). The solvent is CCO (EtOH). The product is ClC1=CC=2C(=NC(=C(N2)C2=CC=C(C=C2)C)C2=CC=C(C=C2)C)N=C1 (7-Chloro-2,3-di-p-tolylpyrido[2,3-b]pyrazine). RXN SMILES: [Cl:1][C:2]1[CH:3]=[C:4]([NH2:9])[C:5]([NH2:8])=[N:6][CH:7]=1.[C:10]1([CH3:27])[CH:15]=[CH:14][C:13]([C:16](=O)[C:17]([C:19]2[CH:24]=[CH:23][C:22]([CH3:25])=[CH:21][CH:20]=2)=O)=[CH:12][CH:11]=1>CCO>[Cl:1][C:2]1[CH:7]=[N:6][C:5]2=[N:8][C:16]([C:13]3[CH:12]=[CH:11][C:10]([CH3:27])=[CH:15][CH:14]=3)=[C:17]([C:19]3[CH:24]=[CH:23][C:22]([CH3:25])=[CH:21][CH:20]=3)[N:9]=[C:4]2[CH:3]=1. Procedure details: A mixture comprising 5-chloropyridine-2,3-diamine (1 g, 6.9 mmol) and 1,2-di-p-tolylethane-1,2-dione (1.6 g, 6.9 mmol) in EtOH (15 ml) under argon was stirred at 70° C. overnight. The mixture was heated for a further 8 hours and the solvent was removed under reduced pressure. The resulting crude material was purified by chromatography on silica eluting with 5% EtOAc in hexane to afford the titled compound; The reactants are Cl.C1(=CC=CC=C1)C1=NNC2=C(N1)C=NC=C2 (3-phenyl-1,4-dihydropyrido[3,4-e]-as-triazine hydrochloride), [N+](=O)([O-])C=1C=C(C(=O)Cl)C=CC1 (m-nitrobenzoyl chloride). The product is Cl.[N+](=O)([O-])C=1C=C(C(=O)N2N=C(NC3=C2C=CN=C3)C3=CC=CC=C3)C=CC1 (1-(m-nitrobenzoyl)-3-phenyl-1,4-dihydropyrido[3,4-e]-as-triazine hydrochloride). The yield is 78.6%. Reaction SMILES: Cl.[C:2]1([C:8]2[NH:13][C:12]3[CH:14]=[N:15][CH:16]=[CH:17][C:11]=3[NH:10][N:9]=2)[CH:7]=[CH:6][CH:5]=[CH:4][CH:3]=1.[N+:18]([C:21]1[CH:22]=[C:23]([CH:27]=[CH:28][CH:29]=1)[C:24]([Cl:26])=[O:25])([O-:20])=[O:19]>>[ClH:26].[N+:18]([C:21]1[CH:22]=[C:23]([CH:27]=[CH:28][CH:29]=1)[C:24]([N:10]1[C:11]2[CH:17]=[CH:16][N:15]=[CH:14][C:12]=2[NH:13][C:8]([C:2]2[CH:3]=[CH:4][CH:5]=[CH:6][CH:7]=2)=[N:9]1)=[O:25])([O-:20])=[O:19] |f:0.1,3.4|. Procedure: 3.8 g (0.015 moles) of 3-phenyl-1,4-dihydropyrido[3,4-e]-as-triazine hydrochloride are reacted with m-nitrobenzoyl chloride as described in Example 3 to obtain 1-(m-nitrobenzoyl)-3-phenyl-1,4-dihydropyrido[3,4-e]-as-triazine hydrochloride with a yield of 78.6%; m.p.: 206°-207° C. Starting materials: CN(C=1C=C(C(=O)O)C=C(C1)\C=C\C1=CC(=C(C(=C1)C)OCOC)C)C ((E)-3-(dimethylamino)-5-(4-(methoxymethoxy)-3,5-dimethylstyryl)benzoic acid), C1CCC(CC1)N=C=NC2CCCCC2 (DCC), FC1=CC=C(C=C1)O (4-fluorophenol). Reagents/catalysts: CN(C)C=1C=CN=CC1 (DMAP). Run in C(Cl)Cl (DCM). Conditions: time 18 hour. The product is CN(C=1C=C(C(=O)OC2=CC=C(C=C2)F)C=C(C1)\C=C\C1=CC(=C(C(=C1)C)OCOC)C)C ((E)-4-fluorophenyl 3-(dimethylamino)-5-(4-(methoxymethoxy)-3,5-dimethyl-styryl)benzoate). As a reaction SMILES: [CH3:1][N:2]([CH3:26])[C:3]1[CH:4]=[C:5]([CH:9]=[C:10](/[CH:12]=[CH:13]/[C:14]2[CH:19]=[C:18]([CH3:20])[C:17]([O:21][CH2:22][O:23][CH3:24])=[C:16]([CH3:25])[CH:15]=2)[CH:11]=1)[C:6]([OH:8])=[O:7].C1CCC(N=C=NC2CCCCC2)CC1.[F:42][C:43]1[CH:48]=[CH:47][C:46](O)=[CH:45][CH:44]=1>C(Cl)Cl.CN(C1C=CN=CC=1)C>[CH3:26][N:2]([CH3:1])[C:3]1[CH:4]=[C:5]([CH:9]=[C:10](/[CH:12]=[CH:13]/[C:14]2[CH:15]=[C:16]([CH3:25])[C:17]([O:21][CH2:22][O:23][CH3:24])=[C:18]([CH3:20])[CH:19]=2)[CH:11]=1)[C:6]([O:8][C:46]1[CH:47]=[CH:48][C:43]([F:42])=[CH:44][CH:45]=1)=[O:7]. Reported procedure: To a solution of Compound 5 (80 mg, 0.225 mmol) in DCM (3 mL) were added DCC (70 mg, 0.338 mmol), DMAP (5.5 mg, 0.045 mmol), and 4-fluorophenol (61.5 mg, 0.450 mmol) at room temperature. The reaction mixture was stirred overnight (about 18 hours) and filtered through Celite. The filtrate was washed with brine, and dried with Na2SO4. The solution was filtered and concentrated. The residue was subjected to chromatography over silica gel (Hexanes/EtOAc=8/1) to give (E)-4-fluorophenyl 3-(dimethylami... Starting materials: CC(=O)O[BH-](OC(C)=O)OC(C)=O, C=O, O=C(NC1CCCNC1)N1CCc2ccccc2C1c1ccc(C(F)(F)F)cc1, [Na+], [Na+], O=C([O-])O. The product is CN1CCCC(NC(=O)N2CCc3ccccc3C2c2ccc(C(F)(F)F)cc2)C1. As a reaction SMILES: [C:32]([O:33][BH-:34]([O:35][C:36](=[O:37])[CH3:38])[O:39][C:40](=[O:41])[CH3:42])(=[O:43])[CH3:44].[CH2:30]=[O:31].[NH:1]1[CH2:2][CH:3]([NH:7][C:8](=[O:9])[N:10]2[CH:11]([c:20]3[cH:21][cH:22][c:23]([C:26]([F:27])([F:28])[F:29])[cH:24][cH:25]3)[c:12]3[cH:13][cH:14][cH:15][cH:16][c:17]3[CH2:18][CH2:19]2)[CH2:4][CH2:5][CH2:6]1.[Na+:45].[Na+:50].[O-:46][C:47]([OH:48])=[O:49]>>[N:1]1([CH3:32])[CH2:2][CH:3]([NH:7][C:8](=[O:9])[N:10]2[CH:11]([c:20]3[cH:21][cH:22][c:23]([C:26]([F:27])([F:28])[F:29])[cH:24][cH:25]3)[c:12]3[cH:13][cH:14][cH:15][cH:16][c:17]3[CH2:18][CH2:19]2)[CH2:4][CH2:5][CH2:6]1. The reactants are CC(C)(C)[O-], CS(C)=O, [Cl-], [K+], [NH4+], CC1CC(=O)C=C2CCC3C4CCC(O)C4(C)CCC3C21CO. The product is CC1CC(=O)CC2=CCC3C4CCC(O)C4(C)CCC3C21CO. As a reaction SMILES: [CH3:24][C:25]([CH3:26])([O-:27])[CH3:28].[CH3:32][S:33]([CH3:34])=[O:35].[Cl-:30].[K+:29].[NH4+:31].[OH:1][CH:2]1[C:3]2([CH3:4])[CH:5]([CH2:6][CH2:7]1)[CH:8]1[CH2:9][CH2:10][C:11]3=[CH:12][C:13](=[O:23])[CH2:14][CH:15]([CH3:22])[C:16]3([CH2:17][OH:18])[CH:19]1[CH2:20][CH2:21]2>>[OH:1][CH:2]1[C:3]2([CH3:4])[CH:5]([CH2:6][CH2:7]1)[CH:8]1[CH2:9][CH:10]=[C:11]3[CH2:12][C:13](=[O:23])[CH2:14][CH:15]([CH3:22])[C:16]3([CH2:17][OH:18])[CH:19]1[CH2:20][CH2:21]2.